This data is from the Open Reaction Database (ORD), a public repository of structured organic reaction records. The task is: describe an organic reaction: reactants, conditions, products, and yield Starting materials: Cl (HCl), C(#N)C1(CCCC1)C#N (1,1-biscyanocyclopentane), [N-]=[N+]=[N-].[Na+] (sodium azide), [Cl-].[NH4+] (ammonium chloride). Run in CN(C)C=O (DMF). Run at temperature 130 celsius. Product: C(#N)C1(CCCC1)C1=NN=NN1 (1-Cyano-1-(5-tetrazolyl)cyclopentane). As a reaction SMILES: [C:1]([C:3]1([C:8]#[N:9])[CH2:7][CH2:6][CH2:5][CH2:4]1)#[N:2].[N-:10]=[N+:11]=[N-:12].[Na+].[Cl-].[NH4+].Cl>CN(C=O)C>[C:1]([C:3]1([C:8]2[NH:12][N:11]=[N:10][N:9]=2)[CH2:7][CH2:6][CH2:5][CH2:4]1)#[N:2] |f:1.2,3.4|. Procedure details: A mixture of 1,1-biscyanocyclopentane (58 g), sodium azide (29.9 g, 460 mmoles) and ammonium chloride (28.5 g, 531 mmoles) in DMF (500 mL) was stirred and heated at 130° C. for 90 minutes. The cooled mixture was poured into 0.5 M HCl (1 liter) and extracted with ether (2×500 mL). The combined ether extracts were washed with water (2×200 mL), brine (100 mL), and dried (MgSO4). Filtration and concentration provided a solid which was recrystallized from isopropylether-hexane (16.8 g). Melting point... Starting materials: CSC(C1=CC=C(C=C1)Cl)C1=CC=C(C=C1)Cl (bis(p-chlorophenyl)methyl methyl sulfide), C(CCC)S (n-butyl mercaptan). Product: C(CCC)SC(C1=CC=C(C=C1)Cl)C1=CC=C(C=C1)Cl (Bis(p-chlorophenyl)methyl n-butyl sulfide). RXN SMILES: [CH3:1][S:2][CH:3]([C:11]1[CH:16]=[CH:15][C:14]([Cl:17])=[CH:13][CH:12]=1)[C:4]1[CH:9]=[CH:8][C:7]([Cl:10])=[CH:6][CH:5]=1.[CH2:18](S)[CH2:19][CH2:20]C>>[CH2:1]([S:2][CH:3]([C:4]1[CH:5]=[CH:6][C:7]([Cl:10])=[CH:8][CH:9]=1)[C:11]1[CH:16]=[CH:15][C:14]([Cl:17])=[CH:13][CH:12]=1)[CH2:18][CH2:19][CH3:20]. Procedure details: The procedure described for making bis(p-chlorophenyl)methyl methyl sulfide was followed except that n-butyl mercaptan was used. The product obtained was greater than 90 percent pure. The reactants are ON1C(C2=CC=CC=C2C(=C1C)CC(=O)O)=O (1,2-Dihydro-2-hydroxy-3-methyl-1-oxo-4-isoquinoline acetic acid), P(Cl)(Cl)Cl (phosphorous trichloride), ice water. Run in C(C)(=O)OCC (ethyl acetate). Yields the product CC=1NC(C2=CC=CC=C2C1CC(=O)O)=O (1,2-Dihydro-3-methyl-1-oxo-4-isoquinoline Acetic Acid). RXN SMILES: O[N:2]1[C:11]([CH3:12])=[C:10]([CH2:13][C:14]([OH:16])=[O:15])[C:9]2[C:4](=[CH:5][CH:6]=[CH:7][CH:8]=2)[C:3]1=[O:17].P(Cl)(Cl)Cl>C(OCC)(=O)C>[CH3:12][C:11]1[NH:2][C:3](=[O:17])[C:4]2[C:9]([C:10]=1[CH2:13][C:14]([OH:16])=[O:15])=[CH:8][CH:7]=[CH:6][CH:5]=2. Reported procedure: 1,2-Dihydro-2-hydroxy-3-methyl-1-oxo-4-isoquinoline acetic acid (4.0 g., 17.2 mmol) dissolved in 30 ml. ethyl acetate at 0° was reacted with phosphorous trichloride (1.50 ml., 17.2 mmol). The mixture was heated at 80° for 1.5 hr then poured onto 100 g. of ice water, stirred for 16 hr and filtered yielding a light yellow crude product; 3.307 mg (89%) mp 280°-295° d. Recrystallization from acetic acid afforded analytically pure material of mp 295°-300° d. Reactants: ClC(Cl)Cl, CC(Oc1cc(-n2nc3n(c2=O)CCCC3)c(Cl)cc1Cl)C(=O)O, O=S(Cl)Cl. Product: CC(Oc1cc(-n2nc3n(c2=O)CCCC3)c(Cl)cc1Cl)C(=O)Cl. As a reaction SMILES: [CH:29]([Cl:30])([Cl:31])[Cl:32].[Cl:1][c:2]1[c:3](-[n:15]2[n:16][c:17]3[n:18]([c:23]2=[O:24])[CH2:19][CH2:20][CH2:21][CH2:22]3)[cH:4][c:5]([O:9][CH:10]([CH3:11])[C:12](=[O:13])[OH:14])[c:6]([Cl:8])[cH:7]1.[S:25]([Cl:26])([Cl:27])=[O:28]>>[Cl:1][c:2]1[c:3](-[n:15]2[n:16][c:17]3[n:18]([c:23]2=[O:24])[CH2:19][CH2:20][CH2:21][CH2:22]3)[cH:4][c:5]([O:9][CH:10]([CH3:11])[C:12](=[O:14])[Cl:27])[c:6]([Cl:8])[cH:7]1. Conditions: time 2 hour. Product: C(C)(=O)N1CC(C2=CC=C(C=C12)N1C(N(C(C1=O)(C)C)CC1=CC=NC=C1)=O)(C)C (3-(1-acetyl-3,3-dimethyl-2,3-dihydro-1H-indol-6-yl)-5,5-dimethyl-1-pyridin-4-ylmethylimidazolidine-2,4-dione). The reactants are NC1=CC=C2C(CN(C2=C1)C(C)=O)(C)C (1-(6-amino-3,3-dimethyl-2,3-dihydroindol-1-yl)ethanone), CC(C(=O)OC)(C)NCC1=CC=NC=C1 (methyl 2-methyl-2-[(pyridin-4-ylmethyl)amino]propionate), O=C(OC(Cl)(Cl)Cl)Cl (diphosgene). Solvent: ClCCCl (1,2-dichloroethane), C1CCOC1 (THF), ClCCCl (1,2-dichloroethane). As a reaction SMILES: O=C(Cl)[O:3][C:4](Cl)(Cl)Cl.[NH2:9][C:10]1[CH:18]=[C:17]2[C:13]([C:14]([CH3:23])([CH3:22])[CH2:15][N:16]2[C:19](=[O:21])[CH3:20])=[CH:12][CH:11]=1.[CH3:24][C:25]([NH:31][CH2:32][C:33]1[CH:38]=[CH:37][N:36]=[CH:35][CH:34]=1)([CH3:30])[C:26](OC)=[O:27]>ClCCCl.C1COCC1>[C:19]([N:16]1[C:17]2[C:13](=[CH:12][CH:11]=[C:10]([N:9]3[C:26](=[O:27])[C:25]([CH3:30])([CH3:24])[N:31]([CH2:32][C:33]4[CH:34]=[CH:35][N:36]=[CH:37][CH:38]=4)[C:4]3=[O:3])[CH:18]=2)[C:14]([CH3:23])([CH3:22])[CH2:15]1)(=[O:21])[CH3:20]. Procedure: 7.26 g (36.7 mmol) of diphosgene were initially charged at −20° C. in 80 ml of 1,2-dichloroethane, and 3.0 g (14.5 mmol) of 1-(6-amino-3,3-dimethyl-2,3-dihydroindol-1-yl)ethanone, dissolved in 80 ml of 1,2-dichloroethane, were added dropwise. After stirring at RT for 2 h and reflux for 1 h, the mixture was concentrated fully. The remaining residue was dissolved in 80 ml of THF, added to a solution of 3.06 g (14.7 mmol) of methyl 2-methyl-2-[(pyridin-4-ylmethyl)amino]propionate in 80 ml of THF, a... RXN SMILES: [CH3:1][C:2](C)=[O:3].[F:5][C:6]1([C:15]([O:17][CH2:18][CH3:19])=[O:16])[CH:11]([OH:12])[NH:10][C:9](=[O:13])[NH:8][C:7]1=[O:14].C(OC(=O)C)(=O)C>N1C=CC=CC=1>[C:2]([O:12][CH:11]1[NH:10][C:9](=[O:13])[NH:8][C:7](=[O:14])[C:6]1([F:5])[C:15]([O:17][CH2:18][CH3:19])=[O:16])(=[O:3])[CH3:1]. The product is C(C)(=O)OC1C(C(NC(N1)=O)=O)(C(=O)OCC)F (ethyl 6-acetoxy-5-fluoro-1,2,3,4,5,6-hexahydro-2,4-dioxopyrimidine-5-carboxylate). Procedure: In 10 ml. of acetone was dissolved 8.80 g. (40 m moles) of ethyl 5-fluoro-6-hydroxy-1,2,3,4,5,6-hexahydro-2,4-dioxopyrimidine-5-carboxylate, and under ice-cooling, 5.10 g. (50 m moles) of acetic anhydride and 10 ml. of pyridine were added. The mixture was reacted at room temperature overnight. (A sample of the reaction mixture was taken, the solvent was distilled off under reduced pressure and the NMR spectrum of the residue was measured to ensure that there had been produced ethyl 6-acetoxy-5-f... The solvent is N1=CC=CC=C1 (pyridine). The reactants are CC(=O)C (acetone), FC1(C(NC(NC1O)=O)=O)C(=O)OCC (ethyl 5-fluoro-6-hydroxy-1,2,3,4,5,6-hexahydro-2,4-dioxopyrimidine-5-carboxylate), C(C)(=O)OC(C)=O (acetic anhydride). Starting materials: [Al+3], Cc1cc(S(=O)(=O)c2cccc(O)c2)ccc1C1CCN(CC(=O)OC(C)(C)C)C1, C1CCOC1, [H-], [H-], [H-], [H-], [Li+], [Na+], [Na+], O=S(=O)([O-])[O-]. RXN SMILES: [Al+3:2].[C:7]([O:8][C:9](=[O:10])[CH2:13][N:14]1[CH2:15][CH:16]([c:19]2[c:20]([CH3:35])[cH:21][c:22]([S:25](=[O:26])(=[O:27])[c:28]3[cH:29][c:30]([OH:34])[cH:31][cH:32][cH:33]3)[cH:23][cH:24]2)[CH2:17][CH2:18]1)([CH3:11])([CH3:12])[CH3:36].[CH2:44]1[O:45][CH2:46][CH2:47][CH2:48]1.[H-:1].[H-:4].[H-:5].[H-:6].[Li+:3].[Na+:37].[Na+:38].[O-:39][S:40]([O-:41])(=[O:42])=[O:43]>>[CH3:13][N:14]1[CH2:15][CH:16]([c:19]2[c:20]([CH3:35])[cH:21][c:22]([S:25](=[O:26])(=[O:27])[c:28]3[cH:29][c:30]([OH:34])[cH:31][cH:32][cH:33]3)[cH:23][cH:24]2)[CH2:17][CH2:18]1. The product is Cc1cc(S(=O)(=O)c2cccc(O)c2)ccc1C1CCN(C)C1. The reactants are CC(=O)[O-], CC(=O)[O-], CCCC[Sn+2]CCCC, CN=C=O, CCOC(C)=O, Cc1cc(O)ccc1N=Cc1ccccc1O. The product is CNC(=O)Oc1ccc(N=Cc2ccccc2O)c(C)c1. Reaction SMILES: [C:22]([O-:23])(=[O:24])[CH3:25].[C:26]([O-:27])(=[O:28])[CH3:29].[CH2:30]([Sn+2:31][CH2:32][CH2:33][CH2:34][CH3:35])[CH2:36][CH2:37][CH3:38].[CH3:18][N:19]=[C:20]=[O:21].[CH3:39][CH2:40][O:41][C:42](=[O:43])[CH3:44].[OH:1][c:2]1[c:3]([CH:4]=[N:5][c:6]2[c:7]([CH3:13])[cH:8][c:9]([OH:12])[cH:10][cH:11]2)[cH:14][cH:15][cH:16][cH:17]1>>[OH:1][c:2]1[c:3]([CH:4]=[N:5][c:6]2[c:7]([CH3:13])[cH:8][c:9]([O:12][C:20]([NH:19][CH3:18])=[O:21])[cH:10][cH:11]2)[cH:14][cH:15][cH:16][cH:17]1. Starting materials: S1C=C(C=C1)B(O)O (thiophen-3-ylboronic acid), NC1=C(C#N)C(=CC=C1)Br (2-amino-6-bromobenzonitrile). Product: NC1=C(C#N)C(=CC=C1)C1=CSC=C1 (2-Amino-6-(thiophen-3-yl)benzonitrile). Yield: 94.0%. As a reaction SMILES: [S:1]1[CH:5]=[CH:4][C:3](B(O)O)=[CH:2]1.[NH2:9][C:10]1[CH:17]=[CH:16][CH:15]=[C:14](Br)[C:11]=1[C:12]#[N:13]>>[NH2:9][C:10]1[CH:17]=[CH:16][CH:15]=[C:14]([C:3]2[CH:4]=[CH:5][S:1][CH:2]=2)[C:11]=1[C:12]#[N:13]. Reported procedure: Prepared as in Example 129c from thiophen-3-ylboronic acid and 2-amino-6-bromobenzonitrile in 94% yield as a beige solid. 1H NMR (400 MHz, DMSO-d6) δ 6.08 (br s, 2H), 6.70 (dd, J=1.2, 7.6 Hz, 1H), 6.77 (dd, J=1.2, 8.4 Hz, 1H), 7.31 (dd, J=7.6, 8.4 Hz, 1H), 7.38 (dd, J=1.2, 4.8 Hz, 1H), 7.66 (dd, J=2.8, 4.8 Hz, 1H), 7.78 (dd, J=1.2, 2.8 Hz, 1H). Reactants: CCC(C(=O)[O-])N1CCc2c(ccc(-c3noc(-c4ccc(OC(C)C)c(C#N)c4)n3)c2C)C1, CCO, [Na+], [OH-]. Yields the product Cc1c(-c2noc(-c3ccc(OC(C)C)c(C#N)c3)n2)ccc2c1CCN(CC(=O)O)C2. RXN SMILES: [CH2:3]([CH3:4])[CH:5]([C:6](=[O:7])[O-:8])[N:9]1[CH2:10][c:11]2[cH:12][cH:13][c:14](-[c:20]3[n:21][o:22][c:23](-[c:25]4[cH:26][c:27]([C:35]#[N:36])[c:28]([O:31][CH:32]([CH3:33])[CH3:34])[cH:29][cH:30]4)[n:24]3)[c:15]([CH3:19])[c:16]2[CH2:17][CH2:18]1.[CH3:37][CH2:38][OH:39].[Na+:2].[OH-:1]>>[CH2:5]([C:6](=[O:7])[OH:8])[N:9]1[CH2:10][c:11]2[cH:12][cH:13][c:14](-[c:20]3[n:21][o:22][c:23](-[c:25]4[cH:26][c:27]([C:35]#[N:36])[c:28]([O:31][CH:32]([CH3:33])[CH3:34])[cH:29][cH:30]4)[n:24]3)[c:15]([CH3:19])[c:16]2[CH2:17][CH2:18]1.